From a dataset of the Open Reaction Database (ORD), a public repository of structured organic reaction records. describe an organic reaction: reactants, conditions, products, and yield As a reaction SMILES: [Cl:17][C:18]([CH2:19][O:20][C:21](=[O:22])[Cl:23])([Cl:24])[Cl:25].[ClH:26].[ClH:3].[NH:4]1[CH:5]([c:8]2[c:9]([CH2:15][OH:16])[cH:10][c:11]([Cl:14])[cH:12][cH:13]2)[CH2:6][CH2:7]1.[Na+:2].[O:27]1[CH2:28][CH2:29][O:30][CH2:31][CH2:32]1.[OH-:1].[OH2:33]>>[N:4]1([C:21]([O:20][CH2:19][C:18]([Cl:17])([Cl:24])[Cl:25])=[O:22])[CH:5]([c:8]2[c:9]([CH2:15][OH:16])[cH:10][c:11]([Cl:14])[cH:12][cH:13]2)[CH2:6][CH2:7]1. Reactants: O=C(Cl)OCC(Cl)(Cl)Cl, Cl, Cl, OCc1cc(Cl)ccc1C1CCN1, [Na+], C1COCCO1, [OH-], O. Product: O=C(OCC(Cl)(Cl)Cl)N1CCC1c1ccc(Cl)cc1CO. Reactants: [OH-].[Na+] (sodium hydroxide), COC=1C=C2C(=CC=NC2=CC1)CCC[C@H]1[C@H](CN(CC1)CCSC1=CC=CC=C1)C(=O)OC (methyl (3R,4R)-4-[3-(6-methoxyquinolin-4-yl)propyl]-1-[2-(phenylthio)ethyl]piperidine-3-carboxylate), C(C)(=O)O (acetic acid). Run in CO (methanol), CO (methanol). Run at temperature 80 celsius, time 2 hour. Yields the product COC=1C=C2C(=CC=NC2=CC1)CCC[C@H]1[C@H](CN(CC1)CCSC1=CC=CC=C1)C(=O)O ((3R,4R)-4-[3-(6-methoxyquinolin-4-yl)propyl]-1-[2-(phenylthio)ethyl]piperidine-3-carboxylic acid). The yield is 78.0%. Reaction SMILES: [CH3:1][O:2][C:3]1[CH:4]=[C:5]2[C:10](=[CH:11][CH:12]=1)[N:9]=[CH:8][CH:7]=[C:6]2[CH2:13][CH2:14][CH2:15][C@@H:16]1[CH2:21][CH2:20][N:19]([CH2:22][CH2:23][S:24][C:25]2[CH:30]=[CH:29][CH:28]=[CH:27][CH:26]=2)[CH2:18][C@@H:17]1[C:31]([O:33]C)=[O:32].[OH-].[Na+].C(O)(=O)C>CO>[CH3:1][O:2][C:3]1[CH:4]=[C:5]2[C:10](=[CH:11][CH:12]=1)[N:9]=[CH:8][CH:7]=[C:6]2[CH2:13][CH2:14][CH2:15][C@@H:16]1[CH2:21][CH2:20][N:19]([CH2:22][CH2:23][S:24][C:25]2[CH:26]=[CH:27][CH:28]=[CH:29][CH:30]=2)[CH2:18][C@@H:17]1[C:31]([OH:33])=[O:32] |f:1.2|. Procedure: A suspension of 0.7 g of methyl (3R,4R)-4-[3-(6-methoxyquinolin-4-yl)propyl]-1-[2-(phenylthio)ethyl]piperidine-3-carboxylate in 5 cm3 of methanol, to which methanol had been added 2.9 Cm3 of N aqueous sodium hydroxide, was stirred for 2 hours at a temperature in the region of 80° C. The solution obtained was neutralized with 0.18 cm3 of acetic acid and then evaporated under reduced pressure (5 kPa) at a temperature in the region of 40° C. The residue obtained was purified by chromatography at at... Starting materials: C(C)N1CCOCC1 (N-ethylmorpholine), C(C)(=O)OC(C)=O (acetic anhydride), C(C1=CC=CC=C1)OC([C@@H](NC([C@@H](NC([C@@H](NC([C@H](NC([C@@H](N)COC(C)(C)C)=O)C(C)C)=O)CC1=C(C=CC=C1)C)=O)C(C)(C)C)=O)CC(C)C)=O (N-[N-[N-[N-(O-tert-butyl-L-seryl)-D-valyl]-2-methyl-L-phenylalanyl]-3-methyl-L-valyl]-L-leucine benzyl ester). Solvent: ClCCl (dichloromethane). Reaction conditions: time 1 hour. Product: C(C1=CC=CC=C1)OC([C@@H](NC([C@@H](NC([C@@H](NC([C@H](NC([C@@H](NC(C)=O)COC(C)(C)C)=O)C(C)C)=O)CC1=C(C=CC=C1)C)=O)C(C)(C)C)=O)CC(C)C)=O (N-[N-[N-[N-(N-acetyl-O-tert-butyl-L-seryl)-D-valyl]-2-methyl-L-phenylalanyl]-3-methyl-L-valyl]-L-leucine benzyl ester). As a reaction SMILES: C(N1CC[O:6][CH2:5][CH2:4]1)C.C(OC(=O)C)(=O)C.[CH2:16]([O:23][C:24](=[O:68])[C@H:25]([CH2:64][CH:65]([CH3:67])[CH3:66])[NH:26][C:27](=[O:63])[C@H:28]([C:59]([CH3:62])([CH3:61])[CH3:60])[NH:29][C:30](=[O:58])[C@H:31]([CH2:50][C:51]1[CH:56]=[CH:55][CH:54]=[CH:53][C:52]=1[CH3:57])[NH:32][C:33](=[O:49])[C@@H:34]([CH:46]([CH3:48])[CH3:47])[NH:35][C:36](=[O:45])[C@H:37]([CH2:39][O:40][C:41]([CH3:44])([CH3:43])[CH3:42])[NH2:38])[C:17]1[CH:22]=[CH:21][CH:20]=[CH:19][CH:18]=1>ClCCl>[CH2:16]([O:23][C:24](=[O:68])[C@H:25]([CH2:64][CH:65]([CH3:67])[CH3:66])[NH:26][C:27](=[O:63])[C@H:28]([C:59]([CH3:62])([CH3:61])[CH3:60])[NH:29][C:30](=[O:58])[C@H:31]([CH2:50][C:51]1[CH:56]=[CH:55][CH:54]=[CH:53][C:52]=1[CH3:57])[NH:32][C:33](=[O:49])[C@@H:34]([CH:46]([CH3:47])[CH3:48])[NH:35][C:36](=[O:45])[C@H:37]([CH2:39][O:40][C:41]([CH3:42])([CH3:44])[CH3:43])[NH:38][C:5](=[O:6])[CH3:4])[C:17]1[CH:18]=[CH:19][CH:20]=[CH:21][CH:22]=1. Procedure: 0.5 ml of N-ethylmorpholine and 0.37 ml of acetic anhydride were added in sequence to a solution of 1.95 g of N-[N-[N-[N-(O-tert-butyl-L-seryl)-D-valyl]-2-methyl-L-phenylalanyl]-3-methyl-L-valyl]-L-leucine benzyl ester in 70 ml of anhydrous dichloromethane. The mixture was stirred at room temperature for 1 hour and was then washed in sequence with 5% aqueous citric acid solution, saturated aqueous sodium bicarbonate solution and saturated brine. The organic phase was dried over anhydrous magnesi... Starting materials: C(C)(C)(C)OC(=O)N1C[C@@H](CCC1)NC1=NC(=CN=C1)C=1C=NN2C1C=CC(=C2)Cl ((R)-3-[6-(6-Chloro-pyrazolo[1,5-a]pyridin-3-yl)-pyrazin-2-ylamino]-piperidine-1-carboxylic acid tert-butyl ester), COC=1C=CC=C(C1C=2C=CC=CC2P(C3CCCCC3)C4CCCCC4)OC (S-Phos), CN(C)C=O.O (DMF water). Reagents/catalysts: [C-]#N.[Zn+2].[C-]#N (zinc cyanide), C=1C=CC(=CC1)/C=C/C(=O)/C=C/C2=CC=CC=C2.C=1C=CC(=CC1)/C=C/C(=O)/C=C/C2=CC=CC=C2.C=1C=CC(=CC1)/C=C/C(=O)/C=C/C2=CC=CC=C2.[Pd].[Pd] (Pd2(dba)3). Solvent: [OH-].[Na+] (NaOH), C(C)(=O)OCC (ethyl acetate). Reaction conditions: temperature 150 celsius. Yields the product C(C)(C)(C)OC(=O)N1C[C@@H](CCC1)NC1=NC(=CN=C1)C=1C=NN2C1C=CC(=C2)C#N ((R)-3-[6-(6-cyano-pyrazolo[1,5-a]pyridin-3-yl)-pyrazin-2-ylamino]-piperidine-1-carboxylic acid tert-butyl ester). Reaction SMILES: [C:1]([O:5][C:6]([N:8]1[CH2:13][CH2:12][CH2:11][C@@H:10]([NH:14][C:15]2[CH:20]=[N:19][CH:18]=[C:17]([C:21]3[CH:22]=[N:23][N:24]4[CH:29]=[C:28](Cl)[CH:27]=[CH:26][C:25]=34)[N:16]=2)[CH2:9]1)=[O:7])([CH3:4])([CH3:3])[CH3:2].COC1C=CC=C(OC)C=1C1C=CC=CC=1P(C1CCCCC1)C1CCCCC1.[CH3:60][N:61](C=O)C.O>[OH-].[Na+].C(OCC)(=O)C.[C-]#N.[Zn+2].[C-]#N.C1C=CC(/C=C/C(/C=C/C2C=CC=CC=2)=O)=CC=1.C1C=CC(/C=C/C(/C=C/C2C=CC=CC=2)=O)=CC=1.C1C=CC(/C=C/C(/C=C/C2C=CC=CC=2)=O)=CC=1.[Pd].[Pd]>[C:1]([O:5][C:6]([N:8]1[CH2:13][CH2:12][CH2:11][C@@H:10]([NH:14][C:15]2[CH:20]=[N:19][CH:18]=[C:17]([C:21]3[CH:22]=[N:23][N:24]4[CH:29]=[C:28]([C:60]#[N:61])[CH:27]=[CH:26][C:25]=34)[N:16]=2)[CH2:9]1)=[O:7])([CH3:4])([CH3:3])[CH3:2] |f:2.3,4.5,7.8.9,10.11.12.13.14|. Procedure: A mixture of (R)-3-[6-(6-Chloro-pyrazolo[1,5-a]pyridin-3-yl)-pyrazin-2-ylamino]-piperidine-1-carboxylic acid tert-butyl ester (129 mg, 0.3 mmol), zinc cyanide (40 mg, 0.342 mmol), S-Phos (11.1 mg, 0.027 mmol) and Pd2(dba)3 (11 mg, 0.012 mmol) in DMF-water (1.36 ml, 99:1 DMF:water) was degassed for 5 min then back filled with nitrogen. The reaction mixture was then heated to 150° C. in a microwave reactor for 30 min. The crude reaction mixture was diluted with 2N NaOH (1 ml) and ethyl acetate (10... Yields the product CC(C)(C)c1ccc2c(c1)c1cc(C(C)(C)C)ccc1n2CCOC(=O)C1CC2C=CC1C2. The reactants are CC(C)(C)c1ccc2c(c1)c1cc(C(C)(C)C)ccc1n2CCO, C1CCOC1, CN(C)c1ccncc1, CO, O=C(O)C1CC2C=CC1C2, C(=NC1CCCCC1)=NC1CCCCC1. As a reaction SMILES: [C:1]([CH3:2])([CH3:3])([CH3:4])[c:5]1[cH:6][cH:7][c:8]2[n:9]([CH2:22][CH2:23][OH:24])[c:10]3[cH:11][cH:12][c:13]([C:18]([CH3:19])([CH3:20])[CH3:21])[cH:14][c:15]3[c:16]2[cH:17]1.[CH2:35]1[O:36][CH2:37][CH2:38][CH2:39]1.[CH3:55][N:56]([c:57]1[cH:58][cH:59][n:60][cH:61][cH:62]1)[CH3:63].[CH3:64][OH:65].[CH:25]12[CH:26]([C:32](=[O:33])[OH:34])[CH2:27][CH:28]([CH:29]=[CH:30]1)[CH2:31]2.[CH:40]1([N:41]=[C:42]=[N:43][CH:44]2[CH2:45][CH2:46][CH2:47][CH2:48][CH2:49]2)[CH2:50][CH2:51][CH2:52][CH2:53][CH2:54]1>>[C:1]([CH3:2])([CH3:3])([CH3:4])[c:5]1[cH:6][cH:7][c:8]2[n:9]([CH2:22][CH2:23][O:24][C:32]([CH:26]3[CH:25]4[CH:30]=[CH:29][CH:28]([CH2:27]3)[CH2:31]4)=[O:33])[c:10]3[cH:11][cH:12][c:13]([C:18]([CH3:19])([CH3:20])[CH3:21])[cH:14][c:15]3[c:16]2[cH:17]1. The reactants are COC(C=1C(C(=O)OC)=C(C=CC1)OCC1=CC(=CC=C1)OC)=O (3-(3-methoxy-benzyloxy)-phthalic acid dimethyl ester), [OH-].[Na+] (sodium hydroxide). The solvent is alcohol. Product: COC=1C=C(COC2=C(C(C(=O)O)=CC=C2)C(=O)O)C=CC1 (3-(3-methoxy-benzyloxy)-phthalic acid). Reaction SMILES: C[O:2][C:3](=[O:24])[C:4]1[C:5](=[C:10]([O:14][CH2:15][C:16]2[CH:21]=[CH:20][CH:19]=[C:18]([O:22][CH3:23])[CH:17]=2)[CH:11]=[CH:12][CH:13]=1)[C:6]([O:8]C)=[O:7].[OH-].[Na+]>>[CH3:23][O:22][C:18]1[CH:17]=[C:16]([CH:21]=[CH:20][CH:19]=1)[CH2:15][O:14][C:10]1[CH:11]=[CH:12][CH:13]=[C:4]([C:3]([OH:24])=[O:2])[C:5]=1[C:6]([OH:8])=[O:7] |f:1.2|. Procedure: A solution of 3-(3-methoxy-benzyloxy)-phthalic acid dimethyl ester (2.0 g crude, 5.5 mmol) in reagent alcohol (100 mL) and 3 N sodium hydroxide (35 mL) was refluxed for two hours. The solution was evaporated and the residue was dissolved in water (80 mL) and washed with methylene chloride (3×70 mL) then acidified to pH around 4. The resulting mixture was extracted with ethyl acetate (2×60 mL) and the combined organic layers was washed with water (2×70 mL), dried and concentrated to give 3-(3-met... The reactants are C(#N)CC(C1=NC=C(C=C1)C1=CC=C(C=C1)[C@@H]1[C@H](N(C(O1)(C)C)C(C(F)F)=O)CF)NS(=O)C(C)(C)C (2-methyl-propane-2-sulfinic acid [2-cyano-1-(5-{4-[(4S,5R)-3-(2,2-difluoro-acetyl)-4-fluoromethyl-2,2-dimethyl-oxazolidin-5-yl]-phenyl}-pyridin-2-yl)-ethyl]-amide), Cl (HCl). The solvent is C(C)(=O)OCC (Ethyl acetate), O1CCOCC1 (dioxane), N (ammonia). Reaction conditions: time 3 hour. The product is NC(CC#N)C1=CC=C(C=N1)C1=CC=C(C=C1)[C@H]([C@@H](CF)NC(C(F)F)=O)O (N-((1S,2R)-2-{4-[6-(1-Amino-2-cyano-ethyl)-pyridin-3-yl]-phenyl}-1-fluoromethyl-2-hydroxy-ethyl)-2,2-difluoro-acetamide). Isolated yield 20.8%. As a reaction SMILES: [C:1]([CH2:3][CH:4]([NH:31]S(C(C)(C)C)=O)[C:5]1[CH:10]=[CH:9][C:8]([C:11]2[CH:16]=[CH:15][C:14]([C@H:17]3[O:21]C(C)(C)[N:19]([C:24](=[O:28])[CH:25]([F:27])[F:26])[C@@H:18]3[CH2:29][F:30])=[CH:13][CH:12]=2)=[CH:7][N:6]=1)#[N:2].Cl>C(OCC)(=O)C.O1CCOCC1.N>[NH2:31][CH:4]([C:5]1[N:6]=[CH:7][C:8]([C:11]2[CH:12]=[CH:13][C:14]([C@@H:17]([OH:21])[C@H:18]([NH:19][C:24](=[O:28])[CH:25]([F:26])[F:27])[CH2:29][F:30])=[CH:15][CH:16]=2)=[CH:9][CH:10]=1)[CH2:3][C:1]#[N:2]. Procedure: To a solution of 2-methyl-propane-2-sulfinic acid [2-cyano-1-(5-{4-[(4S,5R)-3-(2,2-difluoro-acetyl)-4-fluoromethyl-2,2-dimethyl-oxazolidin-5-yl]-phenyl}-pyridin-2-yl)-ethyl]-amide (0.21 g, 0.392 mmol) in Ethyl acetate (2 mL) is added HCl in dioxane (2.0 mL) at 0° C. The resulting reaction mixture is stirred at room temperature for 3 hours. Solvent is evaporated in vacuo to get the crude residue and diluted with aqueous ammonia solution and extracted with ethyl acetate. Organic layer is dried ove...